Dataset: the Open Reaction Database (ORD), a public repository of structured organic reaction records. Task: describe an organic reaction: reactants, conditions, products, and yield Reactants: O1CC(C2=C1C=CC=C2)=O (Benzofuran-3(2H)-one), Cl.CON (O-methyl hydroxylamine hydrochloride), CC(=O)[O-].[Na+] (NaOAc), ClCCl (dichloromethane). Solvent: CO (methanol), O (water). The product is CON=C1COC2=C1C=CC=C2 (Benzofuran-3(2H)-one O-methyl oxime). Isolated yield 75.0%. RXN SMILES: [O:1]1[C:5]2[CH:6]=[CH:7][CH:8]=[CH:9][C:4]=2[C:3](=O)[CH2:2]1.Cl.[CH3:12][O:13][NH2:14].CC([O-])=O.[Na+].ClCCl>CO.O>[CH3:12][O:13][N:14]=[C:3]1[C:4]2[CH:9]=[CH:8][CH:7]=[CH:6][C:5]=2[O:1][CH2:2]1 |f:1.2,3.4|. Procedure details: To a solution of benzofuran-3(2H)-one (9) (100 g, 0.745 mol) in methanol (700 mL) was added O-methyl hydroxylamine hydrochloride (68.5 g, 0.820 mol) and NaOAc (67.3 g, 0.820 mol) at ambient temperature followed by heating to reflux for 1-3 h. The progress of the reaction was monitored by the HPLC analysis. Upon completion of the reaction, the inorganics were filtered off, and methanol was recovered from the filtrate to provide residue. The residue was subjected to extractive work-up using dichlo...